From a dataset of the Open Reaction Database (ORD), a public repository of structured organic reaction records. describe an organic reaction: reactants, conditions, products, and yield Reactants: Cl.NO (hydroxylamine hydrochloride), CN(C)C=NC1=NC(=NC(=N1)C(C)(C)F)NC(CCCC1=CC=CC=C1)C1CC1 (2-dimethylaminomethyleneamino-4-(1-fluoro-1-methylethyl)-6-(1cyclopropyl-4-phenyl-1-butylamino) -1,3,5-triazine). Solvent: CO (methanol). Reaction conditions: time 2 hour. Yields the product FC(C)(C)C1=NC(=NC(=N1)NC(CCCC1=CC=CC=C1)C1CC1)NC=NO (N-[4-(1-Fluoro1-methylethyl)-6-(1-cyclopropyl-4-phenyl-1-butylamino)-1,3,5-triazin-2-yl]formamide oxime). As a reaction SMILES: Cl.N[OH:3].C[N:5]([CH:7]=[N:8][C:9]1[N:14]=[C:13]([C:15]([F:18])([CH3:17])[CH3:16])[N:12]=[C:11]([NH:19][CH:20]([CH:30]2[CH2:32][CH2:31]2)[CH2:21][CH2:22][CH2:23][C:24]2[CH:29]=[CH:28][CH:27]=[CH:26][CH:25]=2)[N:10]=1)C>CO>[F:18][C:15]([C:13]1[N:12]=[C:11]([NH:19][CH:20]([CH:30]2[CH2:32][CH2:31]2)[CH2:21][CH2:22][CH2:23][C:24]2[CH:29]=[CH:28][CH:27]=[CH:26][CH:25]=2)[N:10]=[C:9]([NH:8][CH:7]=[N:5][OH:3])[N:14]=1)([CH3:17])[CH3:16] |f:0.1|. Procedure details: 0.69 g (10 mmol) of hydroxylamine hydrochloride are added with stirring at room temperature to a solution of 1.99 g (5 mmol) of 2-dimethylaminomethyleneamino-4-(1-fluoro-1-methylethyl)-6-(1cyclopropyl-4-phenyl-1-butylamino) -1,3,5-triazine in 20 ml of methanol. The reaction mixture is stirred for 2 hours at room temperature. All volatile constituents are carefully distilled off. The crude product is taken up in methylene chloride. The mixture is washed with water, dried over Na2SO4 and evaporate... Starting materials: BrC1=CC(=NC(=N1)C)NC=1SC(=CN1)C(=O)OC(C)C (isopropyl 2-(6-bromo-2-methylpyrimidin-4-ylamino)thiazole-5-formate), OCCN1CCNCC1 (1-(2-hydroxyethyl)piperazine). The product is OCCN1CCN(CC1)C1=CC(=NC(=N1)C)NC=1SC(=CN1)C(=O)OC(C)C (isopropyl 2-(6-(4-(2-hydroxyethyl)piperazin-1-yl)-2-methylpyrimidin-4-ylamino)thiazole-5-formate). Yield: 77.2%. As a reaction SMILES: Br[C:2]1[N:7]=[C:6]([CH3:8])[N:5]=[C:4]([NH:9][C:10]2[S:11][C:12]([C:15]([O:17][CH:18]([CH3:20])[CH3:19])=[O:16])=[CH:13][N:14]=2)[CH:3]=1.[OH:21][CH2:22][CH2:23][N:24]1[CH2:29][CH2:28][NH:27][CH2:26][CH2:25]1>>[OH:21][CH2:22][CH2:23][N:24]1[CH2:29][CH2:28][N:27]([C:2]2[N:7]=[C:6]([CH3:8])[N:5]=[C:4]([NH:9][C:10]3[S:11][C:12]([C:15]([O:17][CH:18]([CH3:20])[CH3:19])=[O:16])=[CH:13][N:14]=3)[CH:3]=2)[CH2:26][CH2:25]1. Reported procedure: Prepared from isopropyl 2-(6-bromo-2-methylpyrimidin-4-ylamino)thiazole-5-formate and Compound 3: isopropyl 2-(6-(4-(2-hydroxyethyl)piperazin-1-yl)-2-methylpyrimidin-4-ylamino)thiazole-5-formate was yielded (yield: 77.2%). Starting materials: CCOC(=O)C(O)CCCCC1CCN(C(=O)OCc2ccccc2)CC1, CO, [Na+], [OH-], O. The product is O=C(O)C(O)CCCCC1CCN(C(=O)OCc2ccccc2)CC1. Reaction SMILES: [CH2:1]([c:2]1[cH:3][cH:4][cH:5][cH:6][cH:7]1)[O:8][C:9](=[O:10])[N:11]1[CH2:12][CH2:13][CH:14]([CH2:17][CH2:18][CH2:19][CH2:20][CH:21]([C:22](=[O:23])[O:24][CH2:25][CH3:26])[OH:27])[CH2:15][CH2:16]1.[CH3:30][OH:31].[Na+:29].[OH-:28].[OH2:32]>>[CH2:1]([c:2]1[cH:3][cH:4][cH:5][cH:6][cH:7]1)[O:8][C:9](=[O:10])[N:11]1[CH2:12][CH2:13][CH:14]([CH2:17][CH2:18][CH2:19][CH2:20][CH:21]([C:22](=[O:23])[OH:24])[OH:27])[CH2:15][CH2:16]1. Reactants: O=C([O-])[O-], CS(C)=O, CC(F)(F)Oc1cc(O)cnc1C1CC1, CC(C)(C)OC(=O)c1cc(Cl)c(F)cc1F, [K+], [K+], O. As a reaction SMILES: [C:32](=[O:33])([O-:34])[O-:35].[CH3:38][S:39](=[O:40])[CH3:41].[CH:1]1([c:4]2[c:5]([O:11][C:12]([CH3:13])([F:14])[F:15])[cH:6][c:7]([OH:10])[cH:8][n:9]2)[CH2:2][CH2:3]1.[Cl:16][c:17]1[c:18]([F:31])[cH:19][c:20]([F:30])[c:21]([C:22](=[O:23])[O:24][C:25]([CH3:26])([CH3:27])[CH3:28])[cH:29]1.[K+:36].[K+:37].[OH2:42]>>[CH:1]1([c:4]2[c:5]([O:11][C:12]([CH3:13])([F:14])[F:15])[cH:6][c:7]([O:10][c:18]3[c:17]([Cl:16])[cH:29][c:21]([C:22](=[O:23])[O:24][C:25]([CH3:26])([CH3:27])[CH3:28])[c:20]([F:30])[cH:19]3)[cH:8][n:9]2)[CH2:2][CH2:3]1. Yields the product CC(C)(C)OC(=O)c1cc(Cl)c(Oc2cnc(C3CC3)c(OC(C)(F)F)c2)cc1F. Reactants: [Al], CC(=O)OC(C)=O, Nc1nc2ccc(-c3cncc(N4CC5CCC(CC5)C4)n3)cc2s1, c1ccncc1. Yields the product CC(=O)Nc1nc2ccc(-c3cncc(N4CC5CCC(CC5)C4)n3)cc2s1. Reaction SMILES: [Al:33].[CH3:26][C:27](=[O:28])[O:29][C:30](=[O:31])[CH3:32].[CH:1]12[CH2:2][N:3]([c:10]3[cH:11][n:12][cH:13][c:14](-[c:16]4[cH:17][c:18]5[c:19]([n:20][c:21]([NH2:23])[s:22]5)[cH:24][cH:25]4)[n:15]3)[CH2:4][CH:5]([CH2:6][CH2:7]1)[CH2:8][CH2:9]2.[cH:34]1[cH:35][cH:36][n:37][cH:38][cH:39]1>>[CH:1]12[CH2:2][N:3]([c:10]3[cH:11][n:12][cH:13][c:14](-[c:16]4[cH:17][c:18]5[c:19]([n:20][c:21]([NH:23][C:27]([CH3:26])=[O:28])[s:22]5)[cH:24][cH:25]4)[n:15]3)[CH2:4][CH:5]([CH2:6][CH2:7]1)[CH2:8][CH2:9]2. The reactants are N[C@@H](CCCNC(N)=N)C(=O)N[C@@H](CCCCNC(=O)OC(C)(C)C)C(=O)N[C@@H](CCC(OC(C)(C)C)=O)C(=O)N[C@@H](C(C)C)C(=O)N[C@@H](CC1=CC=C(C=C1)OC(C)(C)C)C(=O)OC(C)(C)C.Cl.Cl (H-Arg-Lys(Boc)-Glu(OBut)-Val-Tyr(But)-OBut.2HCl). Run in FC(C(=O)O)(F)F (trifluoroacetic acid), C(C)S (ethylmercaptan). Run at time 1 hour. Product: N[C@@H](CCCNC(N)=N)C(=O)N[C@@H](CCCCN)C(=O)N[C@@H](CCC(O)=O)C(=O)N[C@@H](C(C)C)C(=O)N[C@@H](CC1=CC=C(C=C1)O)C(=O)O.CC(=O)O (H-Arg-Lys-Glu-Val-Tyr-OH acetate). As a reaction SMILES: [NH2:1][C@H:2]([C:10]([NH:12][C@H:13]([C:26]([NH:28][C@H:29]([C:39]([NH:41][C@H:42]([C:46]([NH:48][C@H:49]([C:62]([O:64]C(C)(C)C)=[O:63])[CH2:50][C:51]1[CH:56]=[CH:55][C:54]([O:57]C(C)(C)C)=[CH:53][CH:52]=1)=[O:47])[CH:43]([CH3:45])[CH3:44])=[O:40])[CH2:30][CH2:31][C:32](=[O:38])[O:33]C(C)(C)C)=[O:27])[CH2:14][CH2:15][CH2:16][CH2:17][NH:18]C(OC(C)(C)C)=O)=[O:11])[CH2:3][CH2:4][CH2:5][NH:6][C:7](=[NH:9])[NH2:8].Cl.Cl>FC(F)(F)C(O)=O.C(S)C>[NH2:1][C@H:2]([C:10]([NH:12][C@H:13]([C:26]([NH:28][C@H:29]([C:39]([NH:41][C@H:42]([C:46]([NH:48][C@H:49]([C:62]([OH:64])=[O:63])[CH2:50][C:51]1[CH:56]=[CH:55][C:54]([OH:57])=[CH:53][CH:52]=1)=[O:47])[CH:43]([CH3:44])[CH3:45])=[O:40])[CH2:30][CH2:31][C:32](=[O:33])[OH:38])=[O:27])[CH2:14][CH2:15][CH2:16][CH2:17][NH2:18])=[O:11])[CH2:3][CH2:4][CH2:5][NH:6][C:7](=[NH:8])[NH2:9].[CH3:31][C:32]([OH:38])=[O:33] |f:0.1.2,5.6|. Procedure: 1 g of H-Arg-Lys(Boc)-Glu(OBut)-Val-Tyr(But)-OBut.2HCl (0.966 mmole) is dissolved in a mixture of 10 ml of trifluoroacetic acid and 1 ml of ethylmercaptan. The mixture is allowed to stand for one hour at room temperature and is concentrated. The residue is dissolved again in a little methanol and the solution is concentrated once more. The residue is dissolved in water, insoluble matter is filtered off and the solution is chromatographed over a strongly basic exchanger in the acetate form. The e... The reactants are NC(Cc1ccccc1)(c1cc(F)cc(C(F)(F)F)c1)c1ccc(Cl)cn1, ClCCl, COC(C(=O)Cl)(c1ccccc1)C(F)(F)F, c1ccncc1. The product is COC(C(=O)NC(Cc1ccccc1)(c1cc(F)cc(C(F)(F)F)c1)c1ccc(Cl)cn1)(c1ccccc1)C(F)(F)F. As a reaction SMILES: [Cl:1][c:2]1[cH:3][cH:4][c:5]([C:8]([CH2:9][c:10]2[cH:11][cH:12][cH:13][cH:14][cH:15]2)([NH2:16])[c:17]2[cH:18][c:19]([F:27])[cH:20][c:21]([C:23]([F:24])([F:25])[F:26])[cH:22]2)[n:6][cH:7]1.[Cl:50][CH2:51][Cl:52].[F:34][C:35]([C:36]([C:37](=[O:38])[Cl:39])([c:40]1[cH:41][cH:42][cH:43][cH:44][cH:45]1)[O:46][CH3:47])([F:48])[F:49].[cH:28]1[cH:29][cH:30][n:31][cH:32][cH:33]1>>[Cl:1][c:2]1[cH:3][cH:4][c:5]([C:8]([CH2:9][c:10]2[cH:11][cH:12][cH:13][cH:14][cH:15]2)([NH:16][C:37]([C:36]([C:35]([F:34])([F:48])[F:49])([c:40]2[cH:41][cH:42][cH:43][cH:44][cH:45]2)[O:46][CH3:47])=[O:38])[c:17]2[cH:18][c:19]([F:27])[cH:20][c:21]([C:23]([F:24])([F:25])[F:26])[cH:22]2)[n:6][cH:7]1.